Dataset: the Open Reaction Database (ORD), a public repository of structured organic reaction records. Task: describe an organic reaction: reactants, conditions, products, and yield The reactants are BrC1=CC=C2OC=3C=C(C(=CC3C(C2=C1)=O)OC)F (7-bromo-3-fluoro-2-methoxy-9H-xanthen-9-one), C[Mg]Cl (MeMgCl). Solvent: C1CCOC1 (THF). Yields the product BrC1=CC=C2OC=3C=C(C(=CC3C(C2=C1)(O)C)OC)F (7-bromo-3-fluoro-2-methoxy-9-methyl-9H-xanthen-9-ol). Isolated yield 100.4%. As a reaction SMILES: [Br:1][C:2]1[CH:15]=[C:14]2[C:5]([O:6][C:7]3[CH:8]=[C:9]([F:19])[C:10]([O:17][CH3:18])=[CH:11][C:12]=3[C:13]2=[O:16])=[CH:4][CH:3]=1.[CH3:20][Mg]Cl>C1COCC1>[Br:1][C:2]1[CH:15]=[C:14]2[C:5]([O:6][C:7]3[CH:8]=[C:9]([F:19])[C:10]([O:17][CH3:18])=[CH:11][C:12]=3[C:13]2([CH3:20])[OH:16])=[CH:4][CH:3]=1. Procedure details: To a suspension of 7-bromo-3-fluoro-2-methoxy-9H-xanthen-9-one (25 g, 73.4 mmol) in THF (500 mL) was added MeMgCl (2.0 equiv. 146.75 mmol, 48.9 mL, 3.0 M solution in THF) at −20° C. (internal temp) slowly over 30 minutes. The resulting mixture was allowed to reach ambient temperature where it was maintained for 12 hours. The reaction was quenched by adding saturated NH4Cl. The phases were separated and the aqueous layer was extracted with EtOAc (2×300 mL). The combined organic extracts were wash... Starting materials: C(=O)[O-].[NH4+] (Ammonium formate), CN(C)CC1=C2N(C3=CC=CC=C13)C(C(CC2)CC=2N=CNC2C)=O (8,9-dihydro-10-[(dimethylamino)methyl]-7-[(5-methyl-1H-imidazol-4-yl)methyl]pyrido[1,2-a]indol-6(7H)-one), C(=O)[O-].[NH4+] (ammonium formate). The reagents and catalysts are [Pd] (palladium on carbon), [Pd] (palladium on carbon). Run in C(C)O (ethanol), O (water), O1CCCC1 (tetrahydrofuran), C(C)O (ethanol), O (water). Conditions: temperature 75 celsius, time 1 hour. The product is CC1=C2N(C3=CC=CC=C13)C(C(CC2)CC=2N=CNC2C)=O (8,9-dihydro-10-methyl-7-[(5-methyl-1H-imidazol-4-yl)methyl] pyrido[1,2-a]indol-6(7H)-one). Yield: 60.4%. RXN SMILES: CN([CH2:4][C:5]1[C:13]2[C:8](=[CH:9][CH:10]=[CH:11][CH:12]=2)[N:7]2[C:14](=[O:25])[CH:15]([CH2:18][C:19]3[N:20]=[CH:21][NH:22][C:23]=3[CH3:24])[CH2:16][CH2:17][C:6]=12)C.C([O-])=O.[NH4+]>[Pd].C(O)C.O.O1CCCC1>[CH3:4][C:5]1[C:13]2[C:8](=[CH:9][CH:10]=[CH:11][CH:12]=2)[N:7]2[C:14](=[O:25])[CH:15]([CH2:18][C:19]3[N:20]=[CH:21][NH:22][C:23]=3[CH3:24])[CH2:16][CH2:17][C:6]=12 |f:1.2|. Procedure details: A mixture of 8,9-dihydro-10-[(dimethylamino)methyl]-7-[(5-methyl-1H-imidazol-4-yl)methyl]pyrido[1,2-a]indol-6(7H)-one (224 mg), ammonium formate (500 mg), 10% palladium on carbon (210 mg), water (1 ml), ethanol (2 ml) and tetrahydrofuran (1 ml) was heated at 75° C. for 45 minutes and then cooled. Ammonium formate (300 mg), 10% palladium on carbon (100 mg), water (1 ml), and ethanol (2 ml) were added successively to the reaction mixture. Heating at 75° C. was continued for further 1 hour. After c...